Dataset: the Open Reaction Database (ORD), a public repository of structured organic reaction records. Task: describe an organic reaction: reactants, conditions, products, and yield The reactants are [H-].[Na+] (sodium hydride), ClC(C1=NC(=NO1)C1=CC(=NC=C1)N1CCN(CC1)C(=O)OCC(C)(C)C)(Cl)Cl (2,2-Dimethylpropyl 4-{4-[5-(trichloromethyl)-1,2,4-oxadiazol-3-yl]pyridin-2-yl}-1-piperazinecarboxylate), CO (methanol), [Cl-].[NH4+] (ammonium chloride). Reaction conditions: time 15 minute. Yields the product COC1=NC(=NO1)C1=CC(=NC=C1)N1CCN(CC1)C(=O)OCC(C)(C)C (2,2-Dimethylpropyl 4-[4-(5-methoxy-1,2,4-oxadiazol-3-yl)pyridin-2-yl]-1-piperazinecarboxylate). RXN SMILES: ClC(Cl)(Cl)[C:3]1[O:7][N:6]=[C:5]([C:8]2[CH:13]=[CH:12][N:11]=[C:10]([N:14]3[CH2:19][CH2:18][N:17]([C:20]([O:22][CH2:23][C:24]([CH3:27])([CH3:26])[CH3:25])=[O:21])[CH2:16][CH2:15]3)[CH:9]=2)[N:4]=1.[H-].[Na+].[Cl-].[NH4+].[CH3:34][OH:35]>>[CH3:34][O:35][C:3]1[O:7][N:6]=[C:5]([C:8]2[CH:13]=[CH:12][N:11]=[C:10]([N:14]3[CH2:15][CH2:16][N:17]([C:20]([O:22][CH2:23][C:24]([CH3:27])([CH3:26])[CH3:25])=[O:21])[CH2:18][CH2:19]3)[CH:9]=2)[N:4]=1 |f:1.2,3.4|. Procedure details: 2,2-Dimethylpropyl 4-[4-(5-trichloromethyl-1,2,4-oxadiazol-3-yl)pyridin-2-yl]-1-piperazinecarboxylate (106 mg) obtained in Example 32 was dissolved in methanol (2 mL), and oily sodium hydride (10 mg) was added thereto and stirred at room temperature for 15 minutes, and then aqueous saturated ammonium chloride solution was added to it and extracted with ethyl acetate. The organic layer was washed with saturated saline water, and dried with anhydrous sodium sulfate. The solvent was evaporated away...